This data is from the Open Reaction Database (ORD), a public repository of structured organic reaction records. The task is: describe an organic reaction: reactants, conditions, products, and yield The reactants are N1N=CC=C1 (pyrazole), C1(=CC=C(C=C1)S(=O)(=O)Cl)C (4-toluenesulfonyl chloride), O (water). Run in N1=CC=CC=C1 (pyridine). Run at temperature 130 celsius, time 1 hour. The product is C1(=CC=C(C=C1)S(=O)(=O)N1N=CC=C1)C (1-(4-Toluenesulfonyl)-1H-pyrazole). The yield is 15.3%. As a reaction SMILES: [NH:1]1[CH:5]=[CH:4][CH:3]=[N:2]1.[C:6]1([CH3:16])[CH:11]=[CH:10][C:9]([S:12](Cl)(=[O:14])=[O:13])=[CH:8][CH:7]=1.O>N1C=CC=CC=1>[C:6]1([CH3:16])[CH:11]=[CH:10][C:9]([S:12]([N:1]2[CH:5]=[CH:4][CH:3]=[N:2]2)(=[O:14])=[O:13])=[CH:8][CH:7]=1. Procedure details: A suspension of pyrazole (1 g) and 4-toluenesulfonyl chloride (2.8 g) in pyridine (10 ml) was stirred at 130° C. for 1 hour. After the reaction mixture was cooled, water was added to the reaction mixture, resulting in a white suspension. The resultant suspension was filtered, and the obtained white solids were washed three times with water. Drying at room temperature under reduced pressure gave white solids (500 mg). Starting materials: FC1=CC(=C(OC=2C(=NC(=NC2)C)OCC(=O)OC)C=C1N1C(N(C(=CC1=O)C(F)(F)F)C)=O)[N+](=O)[O-] (5-{4-fluoro-5-[3-methyl-2,6-dioxo-4-(trifluoromethyl)-1,2,3,6-tetrahydropyrimidin-1-yl]-2-nitrophenoxy}-4-(methoxycarbonyl)methoxy-2-methylpyrimidine), C(C)O (ethanol). Reagents/catalysts: [Pt]=O (platinum oxide). The solvent is C(C)(=O)OCC (ethyl acetate). Conditions: time 1.5 hour. Yields the product NC1=C(OC=2C(=NC(=NC2)C)OCC(=O)OC)C=C(C(=C1)F)N1C(N(C(=CC1=O)C(F)(F)F)C)=O (5-{2-amino-4-fluoro-5-[3-methyl-2,6-dioxo-4-(trifluoromethyl)-1,2,3,6-tetrahydropyrimidin-1-yl]phenoxy}-4-(methoxycarbonyl)methoxy-2-methylpyrimidine). Isolated yield 94.8%. Reaction SMILES: [F:1][C:2]1[C:21]([N:22]2[C:27](=[O:28])[CH:26]=[C:25]([C:29]([F:32])([F:31])[F:30])[N:24]([CH3:33])[C:23]2=[O:34])=[CH:20][C:5]([O:6][C:7]2[C:8]([O:14][CH2:15][C:16]([O:18][CH3:19])=[O:17])=[N:9][C:10]([CH3:13])=[N:11][CH:12]=2)=[C:4]([N+:35]([O-])=O)[CH:3]=1.C(O)C>[Pt]=O.C(OCC)(=O)C>[NH2:35][C:4]1[CH:3]=[C:2]([F:1])[C:21]([N:22]2[C:27](=[O:28])[CH:26]=[C:25]([C:29]([F:30])([F:32])[F:31])[N:24]([CH3:33])[C:23]2=[O:34])=[CH:20][C:5]=1[O:6][C:7]1[C:8]([O:14][CH2:15][C:16]([O:18][CH3:19])=[O:17])=[N:9][C:10]([CH3:13])=[N:11][CH:12]=1. Reported procedure: A mixture of 0.19 g of 5-{4-fluoro-5-[3-methyl-2,6-dioxo-4-(trifluoromethyl)-1,2,3,6-tetrahydropyrimidin-1-yl]-2-nitrophenoxy}-4-(methoxycarbonyl)methoxy-2-methylpyrimidine, 5 mg of platinum oxide, 2 ml of ethanol and 2 ml of ethyl acetate was stirred for 1.5 hours at room temperature under hydrogen atmosphere. The reaction system was purged with nitrogen, then, the reaction solution was filtrated through Celite, and the filtrate was concentrated to obtain 0.17 g of 5-{2-amino-4-fluoro-5-[3-meth... Reactants: C(N)(=O)C1=CC=C(C=C1)C1CCCC=2N1C=NC2 (5-(p-carbamoylphenyl)-5,6,7,8-tetrahydroimidazo[1,5-a]pyridine), P(=O)(Cl)(Cl)Cl (phosphorus oxychloride). Solvent: C(Cl)(Cl)Cl (chloroform). The product is Cl.C(#N)C1=CC=C(C=C1)C1CCCC=2N1C=NC2 (5-(p-Cyanophenyl)-5,6,7,8-tetrahydroimidazo[1,5-a]pyridine hydrochloride). RXN SMILES: [C:1]([C:4]1[CH:9]=[CH:8][C:7]([CH:10]2[N:15]3[CH:16]=[N:17][CH:18]=[C:14]3[CH2:13][CH2:12][CH2:11]2)=[CH:6][CH:5]=1)(=O)[NH2:2].P(Cl)(Cl)([Cl:21])=O>C(Cl)(Cl)Cl>[ClH:21].[C:1]([C:4]1[CH:5]=[CH:6][C:7]([CH:10]2[N:15]3[CH:16]=[N:17][CH:18]=[C:14]3[CH2:13][CH2:12][CH2:11]2)=[CH:8][CH:9]=1)#[N:2] |f:3.4|. Procedure details: A solution of 1.13 g of 5-(p-carbamoylphenyl)-5,6,7,8-tetrahydroimidazo[1,5-a]pyridine and 1.0 ml of phosphorus oxychloride in 30 ml of chloroform is refluxed for 15 h, cooled and evaporated with toluene. The resulting oil is redissolved in 30 ml of methylene chloride, cooled to 0° and 30 ml of an ice-cold solution of 50% ammonium hydroxide solution is added. The organic phase is separated, dried and evaporated to an oil. Filtration through 20 g of silica with ethyl acetate yields the free title... Reactants: CC[SiH](CC)CC, COC(=O)c1sc(C#CC(C)(C)C)cc1N, ClCCl, O=C(O)C(F)(F)F, O=C1CCC(OC2CCOC2)CC1. The product is COC(=O)c1sc(C#CC(C)(C)C)cc1NC1CCC(OC2CCOC2)CC1. Reaction SMILES: [CH2:37]([SiH:38]([CH2:39][CH3:40])[CH2:41][CH3:42])[CH3:43].[CH3:1][O:2][C:3](=[O:4])[c:5]1[s:6][c:7]([C:11]#[C:12][C:13]([CH3:14])([CH3:15])[CH3:16])[cH:8][c:9]1[NH2:10].[Cl:44][CH2:45][Cl:46].[F:30][C:31]([F:32])([F:33])[C:34]([OH:35])=[O:36].[O:17]1[CH2:18][CH:19]([O:22][CH:23]2[CH2:24][CH2:25][C:26](=[O:29])[CH2:27][CH2:28]2)[CH2:20][CH2:21]1>>[CH3:1][O:2][C:3](=[O:4])[c:5]1[s:6][c:7]([C:11]#[C:12][C:13]([CH3:14])([CH3:15])[CH3:16])[cH:8][c:9]1[NH:10][CH:26]1[CH2:25][CH2:24][CH:23]([O:22][CH:19]2[CH2:18][O:17][CH2:21][CH2:20]2)[CH2:28][CH2:27]1. Reactants: Cl, NC(C=CCCc1c[nH]cn1)CC1CCCCC1. The product is Cl, C#CCCc1c[nH]cn1. Reaction SMILES: [ClH:19].[nH:1]1[cH:2][n:3][c:4]([CH2:6][CH2:7][CH:8]=[CH:9][CH:10]([NH2:11])[CH2:12][CH:13]2[CH2:14][CH2:15][CH2:16][CH2:17][CH2:18]2)[cH:5]1>>[ClH:19].[nH:1]1[cH:2][n:3][c:4]([CH2:6][CH2:7][C:8]#[CH:9])[cH:5]1. Reactants: CC(C)(C)NS(=O)(=O)c1cnc(Cl)s1, CCCC[Sn](CCCC)(CCCC)c1cn(-c2cc(-c3ccc(C(F)(F)F)cc3)cc(C(F)(F)F)n2)cn1, CCCCCCC, Cc1ccccc1. Product: CC(C)(C)NS(=O)(=O)c1cnc(-c2cn(-c3cc(-c4ccc(C(F)(F)F)cc4)cc(C(F)(F)F)n3)cn2)s1. Reaction SMILES: [C:39]([CH3:40])([CH3:41])([CH3:42])[NH:43][S:44](=[O:45])(=[O:46])[c:47]1[cH:48][n:49][c:50]([Cl:52])[s:51]1.[CH2:1]([Sn:2]([CH2:3][CH2:4][CH2:5][CH3:31])([c:6]1[n:7][cH:8][n:9](-[c:11]2[n:12][c:13]([C:27]([F:28])([F:29])[F:30])[cH:14][c:15](-[c:17]3[cH:18][cH:19][c:20]([C:23]([F:24])([F:25])[F:26])[cH:21][cH:22]3)[cH:16]2)[cH:10]1)[CH2:32][CH2:33][CH2:34][CH3:35])[CH2:36][CH2:37][CH3:38].[CH3:53][CH2:54][CH2:55][CH2:56][CH2:57][CH2:58][CH3:59].[CH3:60][c:61]1[cH:62][cH:63][cH:64][cH:65][cH:66]1>>[c:6]1(-[c:50]2[n:49][cH:48][c:47]([S:44]([NH:43][C:39]([CH3:40])([CH3:41])[CH3:42])(=[O:45])=[O:46])[s:51]2)[n:7][cH:8][n:9](-[c:11]2[n:12][c:13]([C:27]([F:28])([F:29])[F:30])[cH:14][c:15](-[c:17]3[cH:18][cH:19][c:20]([C:23]([F:24])([F:25])[F:26])[cH:21][cH:22]3)[cH:16]2)[cH:10]1. Starting materials: Cl.FC=1C=C(CN2N=CC(=C2)C2=CN(C3=NC=C(C=C32)C3=CC=C(C=C3)C3CCNCC3)S(=O)(=O)C3=CC=C(C)C=C3)C=CC1 (3-(1-(3-fluorobenzyl)-1H-pyrazol-4-yl)-5-(4-(piperidin-4-yl)phenyl)-1-tosyl-1H-pyrrolo[2,3-b]pyridine hydrochloride), FC=1C(=NC=C(C1)C=1C=C2C(=NC1)N(C=C2C=2C=NN(C2)CC2=CC(=CC=C2)F)S(=O)(=O)C2=CC=C(C)C=C2)N2CCN(CC2)C[C@@H](C)O ((R)-1-(4-(3-fluoro-5-(3-(1-(3-fluorobenzyl)-1H-pyrazol-4-yl)-1-tosyl-1H-pyrrolo[2,3-b]pyridin-5-yl)pyridin-2-yl) piperazin-1-yl) propan-2-ol), [OH-].[Li+] (lithium hydroxide). Solvent: C1CCOC1.CO.O (THF methanol water). Product: FC=1C(=NC=C(C1)C=1C=C2C(=NC1)NC=C2C=2C=NN(C2)CC2=CC(=CC=C2)F)N2CCN(CC2)C[C@@H](C)O ((R)-1-(4-(3-fluoro-5-(3-(1-(3-fluorobenzyl)-1H-pyrazol-4-yl)-1H-pyrrolo[2,3-b]pyridin-5-yl)pyridin-2-yl)piperazin-1-yl)propan-2-ol). Isolated yield 57.0%. As a reaction SMILES: Cl.FC1C=C(C=CC=1)CN1C=C(C2C3C(=NC=C(C4C=CC(C5CCNCC5)=CC=4)C=3)N(S(C3C=CC(C)=CC=3)(=O)=O)C=2)C=N1.[F:46][C:47]1[C:48]([N:85]2[CH2:90][CH2:89][N:88]([CH2:91][C@H:92]([OH:94])[CH3:93])[CH2:87][CH2:86]2)=[N:49][CH:50]=[C:51]([C:53]2[CH:54]=[C:55]3[C:61]([C:62]4[CH:63]=[N:64][N:65]([CH2:67][C:68]5[CH:73]=[CH:72][CH:71]=[C:70]([F:74])[CH:69]=5)[CH:66]=4)=[CH:60][N:59](S(C4C=CC(C)=CC=4)(=O)=O)[C:56]3=[N:57][CH:58]=2)[CH:52]=1.[OH-].[Li+]>C1COCC1.CO.O>[F:46][C:47]1[C:48]([N:85]2[CH2:90][CH2:89][N:88]([CH2:91][C@H:92]([OH:94])[CH3:93])[CH2:87][CH2:86]2)=[N:49][CH:50]=[C:51]([C:53]2[CH:54]=[C:55]3[C:61]([C:62]4[CH:63]=[N:64][N:65]([CH2:67][C:68]5[CH:73]=[CH:72][CH:71]=[C:70]([F:74])[CH:69]=5)[CH:66]=4)=[CH:60][NH:59][C:56]3=[N:57][CH:58]=2)[CH:52]=1 |f:0.1,3.4,5.6.7|. Procedure details: Using similar reaction conditions as described in step-iii of example-1, (R)-1-(4-(3-fluoro-5-(3-(1-(3-fluorobenzyl)-1H-pyrazol-4-yl)-1-tosyl-1H-pyrrolo[2,3-b]pyridin-5-yl)pyridin-2-yl) piperazin-1-yl) propan-2-ol (146 mg, 0.213 mmol) was hydrolyzed with lithium hydroxide (89 mg, 2.137 mmol) in THF/methanol/water (12/4/4 mL) to yield 64 mg (57% yield) after purification by prep TLC using 8% methanol in chloroform as eluent. 1H NMR (CD3OD, 300 MHz): δ 8.45-8.44 (d, 1H), 8.35-8.32 (m, 2H), 8.32 (s...